Dataset: the Open Reaction Database (ORD), a public repository of structured organic reaction records. Task: describe an organic reaction: reactants, conditions, products, and yield The reactants are CN (methylamine), CS(=O)C(=C[N+](=O)[O-])SC (1-methylsulphinyl-1-methylthio-2-nitroethylene), sulphoxide. Solvent: CO (methanol), CO (methanol). Product: CSC(=C[N+](=O)[O-])NC (1-Methylthio-1-methylamino-2-nitroethylene). The yield is 54.7%. Reaction SMILES: [CH3:1][NH2:2].[CH3:3][S:4]([C:6](SC)=[CH:7][N+:8]([O-:10])=[O:9])=O>CO>[CH3:3][S:4][C:6]([NH:2][CH3:1])=[CH:7][N+:8]([O-:10])=[O:9]. Procedure details: A solution in methanol (100 ml) of methylamine (9.4 g) was added dropwise over 10 minutes to a stirred solution in methanol (500 ml) at 25°-30° of 1-methylsulphinyl-1-methylthio-2-nitroethylene (18.1 g). T.L.C. analysis indicated immediate complete disappearance of the sulphoxide. Evaporation of the reaction mixture yielded an oily solid which, on recrystallisation from isopropanol gave the title product (8.1 g) m.p. 113°-113.5°. The reactants are FC1=CC=C(C=C1)[C@H](C(=O)Cl)C(C)C ([R]-(-)-2-(p-fluorophenyl)-3-methylbutyryl chloride), [Cl-].[Al+3].[Cl-].[Cl-] (aluminum chloride), ice water, C=C (ethylene), [Cl-].[Al+3].[Cl-].[Cl-] (aluminum chloride). Run in C(Cl)Cl (methylene chloride). Reaction conditions: time 15 minute. The product is FC=1C=C2CCC([C@@H](C2=CC1)C(C)C)=O ([R]-(+)-6-fluoro-3,4-dihydro-1-isopropyl-2(1H)-naphtone). Reaction SMILES: [F:1][C:2]1[CH:7]=[CH:6][C:5]([C@@H:8]([CH:12]([CH3:14])[CH3:13])[C:9](Cl)=[O:10])=[CH:4][CH:3]=1.[CH2:15]=[CH2:16].[Cl-].[Al+3].[Cl-].[Cl-]>C(Cl)Cl>[F:1][C:2]1[CH:7]=[C:6]2[C:5](=[CH:4][CH:3]=1)[C@@H:8]([CH:12]([CH3:14])[CH3:13])[C:9](=[O:10])[CH2:16][CH2:15]2 |f:2.3.4.5|. Procedure details: A solution of 54.8 g (0.255 mol) of [R]-(-)-2-(p-fluorophenyl)-3-methylbutyryl chloride in 950 ml of methylene chloride was saturated at -10° with ethylene gas. The temperature was then reduced to -56° and 47.5 g (0.356 mol) of aluminum chloride in one portion were added. After 15 minutes, 10.0 g (0.075 mol) more of aluminum chloride were added thereto and the reaction mixture was left to warm slowly to -20°. Then, 500 ml of ice-water were cautiously added, and the organic phase was separated an... The reactants are CCc1cc(O[Si](C)(C)C(C)(C)C)c(F)c(C(O)c2nc(-c3ccccc3)cn2C(c2ccccc2)(c2ccccc2)c2ccccc2)c1, CCCC[N+](CCCC)(CCCC)CCCC, C1CCOC1, CCOC(C)=O, [F-]. The product is CCc1cc(O)c(F)c(C(O)c2nc(-c3ccccc3)cn2C(c2ccccc2)(c2ccccc2)c2ccccc2)c1. As a reaction SMILES: [C:1]([Si:2]([CH3:3])([CH3:4])[O:6][c:7]1[c:8]([F:47])[c:9]([CH:15]([OH:16])[c:17]2[n:18]([C:28]([c:29]3[cH:30][cH:31][cH:32][cH:33][cH:34]3)([c:35]3[cH:36][cH:37][cH:38][cH:39][cH:40]3)[c:41]3[cH:42][cH:43][cH:44][cH:45][cH:46]3)[cH:19][c:20](-[c:22]3[cH:23][cH:24][cH:25][cH:26][cH:27]3)[n:21]2)[cH:10][c:11]([CH2:13][CH3:14])[cH:12]1)([CH3:5])([CH3:48])[CH3:49].[CH2:51]([N+:52]([CH2:53][CH2:54][CH2:55][CH3:56])([CH2:57][CH2:58][CH2:59][CH3:60])[CH2:61][CH2:62][CH2:63][CH3:64])[CH2:65][CH2:66][CH3:67].[CH2:68]1[O:69][CH2:70][CH2:71][CH2:72]1.[CH3:73][CH2:74][O:75][C:76]([CH3:77])=[O:78].[F-:50]>>[OH:6][c:7]1[c:8]([F:47])[c:9]([CH:15]([OH:16])[c:17]2[n:18]([C:28]([c:29]3[cH:30][cH:31][cH:32][cH:33][cH:34]3)([c:35]3[cH:36][cH:37][cH:38][cH:39][cH:40]3)[c:41]3[cH:42][cH:43][cH:44][cH:45][cH:46]3)[cH:19][c:20](-[c:22]3[cH:23][cH:24][cH:25][cH:26][cH:27]3)[n:21]2)[cH:10][c:11]([CH2:13][CH3:14])[cH:12]1. The reactants are CCOC(=O)CCC(N)C(=O)OCC, Cl, O=C1CCN(c2ccc(C(=O)O)cc2)CC1. Yields the product CCOC(=O)CCC(NC(=O)c1ccc(N2CCC(=O)CC2)cc1)C(=O)OCC. RXN SMILES: [CH2:18]([CH3:19])[O:20][C:21]([CH:22]([NH2:23])[CH2:24][CH2:25][C:26](=[O:27])[O:28][CH2:29][CH3:30])=[O:31].[ClH:17].[O:1]=[C:2]1[CH2:3][CH2:4][N:5]([c:8]2[cH:9][cH:10][c:11]([C:12](=[O:13])[OH:14])[cH:15][cH:16]2)[CH2:6][CH2:7]1>>[O:1]=[C:2]1[CH2:3][CH2:4][N:5]([c:8]2[cH:9][cH:10][c:11]([C:12](=[O:14])[NH:23][CH:22]([C:21]([O:20][CH2:18][CH3:19])=[O:31])[CH2:24][CH2:25][C:26](=[O:27])[O:28][CH2:29][CH3:30])[cH:15][cH:16]2)[CH2:6][CH2:7]1. Reactants: CCN(C(C)C)C(C)C (DIPEA), Cl.[C@@H]12CNC[C@@H](CC1)N2C(=O)OC(C)(C)C (tert-butyl (1S,5R)-3,8-diazabicyclo[3.2.1]octane-8-carboxylate hydrochloride), COC1=CC=C(C=C1)N=C=O (4-methoxyphenyl isocyanate). Solvent: C(Cl)Cl (DCM). Run at time 20 hour. Yields the product COC1=CC=C(C=C1)NC(=O)N1C[C@@H]2CC[C@H](C1)N2C(=O)OC(C)(C)C (tert-Butyl (1S,5R)-3-[(4-methoxyphenyl)carbamoyl]-3,8-diazabicyclo[3.2.1]octane-8-carboxylate). Isolated yield 102.4%. RXN SMILES: CCN(C(C)C)C(C)C.Cl.[C@H:11]12[N:18]([C:19]([O:21][C:22]([CH3:25])([CH3:24])[CH3:23])=[O:20])[C@H:15]([CH2:16][CH2:17]1)[CH2:14][NH:13][CH2:12]2.[CH3:26][O:27][C:28]1[CH:33]=[CH:32][C:31]([N:34]=[C:35]=[O:36])=[CH:30][CH:29]=1>C(Cl)Cl>[CH3:26][O:27][C:28]1[CH:33]=[CH:32][C:31]([NH:34][C:35]([N:13]2[CH2:14][C@@H:15]3[N:18]([C:19]([O:21][C:22]([CH3:25])([CH3:24])[CH3:23])=[O:20])[C@@H:11]([CH2:17][CH2:16]3)[CH2:12]2)=[O:36])=[CH:30][CH:29]=1 |f:1.2|. Procedure details: DIPEA (0.53 mL, 3.0 mmol) was added to a suspension of tert-butyl (1S,5R)-3,8-diazabicyclo[3.2.1]octane-8-carboxylate hydrochloride (0.50 g, 2.00 mmol) in DCM (20 mL). To the mixture was added 4-methoxyphenyl isocyanate (0.26 mL, 2.0 mmol) dropwise, and the reaction mixture was stirred for 20 h. The reaction mixture was washed with brine (2×20 mL), then passed through a phase separator and evaporated. The crude material was purified by flash chromatography on silica, with a gradient of 25% incre... The reactants are CC(C(=O)OCC)C(=O)C(F)(F)F (Ethyl 2-methyl-4,4,4-trifluoroacetoacetate), C(C)(=O)[O-].[NH4+] (ammonium acetate), C(C)O (ethanol). The solvent is O (water), O (water). Yields the product N\C(=C(/C(=O)OCC)\C)\C(F)(F)F (ethyl 3-amino-2-methyl-4,4,4-trifluorocrotonate). Yield: 88.0%. Reaction SMILES: [CH3:1][CH:2]([C:8]([C:10]([F:13])([F:12])[F:11])=O)[C:3]([O:5][CH2:6][CH3:7])=[O:4].C([O-])(=O)C.[NH4+:18].C(O)C>O>[NH2:18]/[C:8](/[C:10]([F:13])([F:12])[F:11])=[C:2](/[CH3:1])\[C:3]([O:5][CH2:6][CH3:7])=[O:4] |f:1.2|. Procedure: Ethyl 2-methyl-4,4,4-trifluoroacetoacetate (10.2 g, 51 mmoles), ammonium acetate (11.9, 150 mmoles), ethanol (20 g), and water (1 g) were combined in a 100 mL round-bottom flask. The mixture was heated for 6 hr. at 70° C. The mixture was then cooled to room temperature and poured into water (50 mL). The aqueous mixture was extracted with ethyl acetate (approximately 40 mL) and the layers were separated. The ethyl acetate layer was dried over anhydrous magnesium sulfate and evaporated to give an ... Reactants: [OH-].[NH4+] (ammonium hydroxide), C(C)OC(=O)CN1C=C(C2=CC=CC=C12)CC=1NC=CN1 (1-ethoxycarbonylmethyl-3-(1-imidazolylmethyl) indole). Run in C(C)O (ethanol). Conditions: time 2 hour. Yields the product C(N)(=O)CN1C=C(C2=CC=CC=C12)CC=1NC=CN1 (1-carbamoylmethyl-3-(1-imidazolylmethyl)indole). As a reaction SMILES: [OH-].[NH4+:2].C([O:5][C:6]([CH2:8][N:9]1[C:17]2[C:12](=[CH:13][CH:14]=[CH:15][CH:16]=2)[C:11]([CH2:18][C:19]2[NH:20][CH:21]=[CH:22][N:23]=2)=[CH:10]1)=O)C>C(O)C>[C:6]([CH2:8][N:9]1[C:17]2[C:12](=[CH:13][CH:14]=[CH:15][CH:16]=2)[C:11]([CH2:18][C:19]2[NH:20][CH:21]=[CH:22][N:23]=2)=[CH:10]1)(=[O:5])[NH2:2] |f:0.1|. Procedure: Concentrated ammonium hydroxide (10 ml, S.G. 0.880) was added to a solution of 1-ethoxycarbonylmethyl-3-(1-imidazolylmethyl) indole (0.50 g) in ethanol (5 ml) and the mixture was stirred at room temperature for 2 hours. The solid was filtered off, washed with water, dried and crystallised from ethanol/petrol (b.p. 60°-80° C.) to give 1-carbamoylmethyl-3-(1-imidazolylmethyl)indole (0.24 g), m.p. 211°-212° C. Found: C, 65.65; H, 5.58; N, 21.69. C14H14N4O requires: C, 66.12; H, 5.55; N, 22.04.